From a dataset of the Open Reaction Database (ORD), a public repository of structured organic reaction records. describe an organic reaction: reactants, conditions, products, and yield The reactants are NC1=C(C(=O)O)C=CN=C1 (3-aminoisonicotinic acid), C(=O)(O)[O-].[Na+] (NaHCO3), S(=O)(Cl)Cl (thionyl chloride), Heterocyclic. Solvent: CO (methanol), C(C)OCC (ethyl ether). Product: NC1=C(C(=O)OC)C=CN=C1 (3-aminoisonicotinic acid, methyl ester). Reaction SMILES: [NH2:1][C:2]1[CH:10]=[N:9][CH:8]=[CH:7][C:3]=1[C:4]([OH:6])=[O:5].S(Cl)(Cl)=O.[C:15]([O-])(O)=O.[Na+]>CO.C(OCC)C>[NH2:1][C:2]1[CH:10]=[N:9][CH:8]=[CH:7][C:3]=1[C:4]([O:6][CH3:15])=[O:5] |f:2.3|. Procedure details: A suspension of 3-aminoisonicotinic acid (13.81 g, 100 mmol, prepared using the procedure described in Crum J. D.; Fuchsman, C. H. J. Heterocyclic Chem., 1966, 3, 252) in methanol (250 mL) was treated with thionyl chloride (14.7 mL, 200 mmol) and heated to reflux for 3 days. The yellow solution was concentrated to dryness to provide a yellow solid. This solid was suspended in 200 mL of ethyl ether and treated with 400 mL of saturated, aqueous NaHCO3 and the biphasic solution was stirred until al... Starting materials: O=C([O-])O, CC[SiH](CC)CC, ClCCl, COCOc1ccccc1C(O)c1cccc(OC)c1O, [Na+], O=C(O)C(F)(F)F. Yields the product COCOc1ccccc1Cc1cccc(OC)c1O. RXN SMILES: [C:36](=[O:37])([OH:38])[O-:39].[CH2:22]([SiH:23]([CH2:24][CH3:25])[CH2:26][CH3:27])[CH3:28].[CH2:41]([Cl:42])[Cl:43].[CH3:1][O:2][CH2:3][O:4][c:5]1[c:6]([CH:11]([OH:12])[c:13]2[c:14]([OH:21])[c:15]([O:19][CH3:20])[cH:16][cH:17][cH:18]2)[cH:7][cH:8][cH:9][cH:10]1.[Na+:40].[OH:29][C:30]([C:31]([F:32])([F:33])[F:34])=[O:35]>>[CH3:1][O:2][CH2:3][O:4][c:5]1[c:6]([CH2:11][c:13]2[c:14]([OH:21])[c:15]([O:19][CH3:20])[cH:16][cH:17][cH:18]2)[cH:7][cH:8][cH:9][cH:10]1. Starting materials: c1ccc(CN2CCNCC2)cc1, CCOC(C)=O, CCN(C(C)C)C(C)C, O=[N+]([O-])c1ccccc1F, CN(C)C=O. Product: O=[N+]([O-])c1ccccc1N1CCN(Cc2ccccc2)CC1. RXN SMILES: [CH2:20]([c:21]1[cH:22][cH:23][cH:24][cH:25][cH:26]1)[N:27]1[CH2:28][CH2:29][NH:30][CH2:31][CH2:32]1.[CH3:38][CH2:39][O:40][C:41]([CH3:42])=[O:43].[CH:11]([N:12]([CH2:13][CH3:14])[CH:15]([CH3:16])[CH3:17])([CH3:18])[CH3:19].[F:1][c:2]1[c:3]([N+:8](=[O:9])[O-:10])[cH:4][cH:5][cH:6][cH:7]1.[O:33]=[CH:34][N:35]([CH3:36])[CH3:37]>>[c:2]1([N:30]2[CH2:29][CH2:28][N:27]([CH2:20][c:21]3[cH:22][cH:23][cH:24][cH:25][cH:26]3)[CH2:32][CH2:31]2)[c:3]([N+:8](=[O:9])[O-:10])[cH:4][cH:5][cH:6][cH:7]1. The reactants are [Al+3], COC(=O)c1ccc(C(F)F)cc1, [H-], [H-], [H-], [H-], [Li+], [Na+], C1CCOC1, [OH-], O. The product is OCc1ccc(C(F)F)cc1. RXN SMILES: [Al+3:2].[F:7][CH:8]([c:9]1[cH:10][cH:11][c:12]([C:13](=[O:14])[O:15][CH3:16])[cH:17][cH:18]1)[F:19].[H-:1].[H-:4].[H-:5].[H-:6].[Li+:3].[Na+:22].[O:23]1[CH2:24][CH2:25][CH2:26][CH2:27]1.[OH-:21].[OH2:20]>>[F:7][CH:8]([c:9]1[cH:10][cH:11][c:12]([CH2:13][OH:14])[cH:17][cH:18]1)[F:19]. Reactants: N12CC(C(CC1)CC2)OC(NC(C)(C)C2=CC(=C(C=C2)F)Br)=O (1-azabicyclo[2.2.2]oct-3-yl[2-(3-bromo-4-fluorophenyl)propan-2-yl]carbamate), 4-fluoroboronic acid. Reagents/catalysts: C(C)(=O)[O-].[Pd+2].C(C)(=O)[O-] (palladium (II) acetate). Product: N12CC(C(CC1)CC2)OC(NC(C)(C)C=2C=C(C(=CC2)F)C2=CC=C(C=C2)F)=O (1-azabicyclo[2.2.2]oct-3-yl[2-(4′,6-difluorobiphenyl-3-yl)propan-2-yl]carbamate). Yield: 117.1%. Reaction SMILES: [N:1]12[CH2:8][CH2:7][CH:4]([CH2:5][CH2:6]1)[CH:3]([O:9][C:10](=[O:23])[NH:11][C:12]([C:15]1[CH:20]=[CH:19][C:18]([F:21])=[C:17](Br)[CH:16]=1)([CH3:14])[CH3:13])[CH2:2]2>C([O-])(=O)C.[Pd+2].C([O-])(=O)C>[N:1]12[CH2:8][CH2:7][CH:4]([CH2:5][CH2:6]1)[CH:3]([O:9][C:10](=[O:23])[NH:11][C:12]([C:15]1[CH:16]=[C:17]([C:15]3[CH:20]=[CH:19][C:18]([F:21])=[CH:17][CH:16]=3)[C:18]([F:21])=[CH:19][CH:20]=1)([CH3:14])[CH3:13])[CH2:2]2 |f:1.2.3|. Procedure details: Using general procedure E, 1-azabicyclo[2.2.2]oct-3-yl[2-(3-bromo-4-fluorophenyl)propan-2-yl]carbamate (125 mg, 0.324 mmol), 4-fluoroboronic acid (64 mg, 0.46 mmol) and palladium (II) acetate gave the title compound as a white solid (76 mg, 56%). 1H NMR (400 MHz, CDCl3) δ 7.48 (t, 2H), 7.44-7.29 (m, 2H), 7.21-7.00 (m, 3H), 5.27 (s, 1H), 4.68-4.55 (m, 1H), 3.29-2.10 (m, 6H), 1.67 (d, J=9.4 Hz, 6H), 2.01-0.69 (m, 5H) ppm. 13C NMR (100 MHz, CDCl3) δ 163.9, 161.4, 159.8, 157.3, 154.8, 143.5, 132.2, ...